Dataset: the Open Reaction Database (ORD), a public repository of structured organic reaction records. Task: describe an organic reaction: reactants, conditions, products, and yield RXN SMILES: [Cl-].[Al+3].[Cl-].[Cl-].[H-].[Al+3].[Li+].[H-].[H-].[H-].[Br:11][C:12]1[S:16][C:15]([CH:17]2[S:23][CH2:22][CH2:21][NH:20][C:19](=O)[CH2:18]2)=[CH:14][CH:13]=1>C(OCC)C.C1COCC1>[Br:11][C:12]1[S:16][C:15]([CH:17]2[S:23][CH2:22][CH2:21][NH:20][CH2:19][CH2:18]2)=[CH:14][CH:13]=1 |f:0.1.2.3,4.5.6.7.8.9|. Reaction conditions: time 20 minute. The solvent is C1CCOC1 (THF), C(C)OCC (diethyl ether). Reactants: BrC1=CC=C(S1)C1CC(NCCS1)=O (7-(5-bromo-2-thienyl)perhydro-1,4-thiazepin-5-one), ice water, [Cl-].[Al+3].[Cl-].[Cl-] (Aluminum chloride), [H-].[Al+3].[Li+].[H-].[H-].[H-] (lithium aluminum hydride). Product: BrC1=CC=C(S1)C1CCNCCS1 (7-(5-bromo-2-thienyl)perhydro-1,4-thiazepine). Procedure: Aluminum chloride (22.9 g) was added to a suspension of lithium aluminum hydride (19.5 g) in diethyl ether (400 ml) under ice-cooling and a nitrogen atmosphere, and the mixture was stirred for 20 minutes. After a suspension of 7-(5-bromo-2-thienyl)perhydro-1,4-thiazepin-5-one (75 g) in THF (500 ml) was added therein under the same condition, the reaction mixture was stirred at room temperature for 2 hours, poured into ice water and extracted with ethyl acetate (1500 ml). The extract was washed w... Yield: 84.7%.